From a dataset of the Open Reaction Database (ORD), a public repository of structured organic reaction records. describe an organic reaction: reactants, conditions, products, and yield RXN SMILES: [CH2:1]([CH:2]=[CH2:3])[O:4][CH2:5][c:6]1[cH:7][cH:8][c:9]([C:10](=[O:11])[c:12]2[cH:13][cH:14][cH:15][cH:16][cH:17]2)[cH:18][cH:19]1.[CH3:23][OH:24].[NH2:21][NH2:22].[OH2:20]>>[CH2:1]([CH:2]=[CH2:3])[O:4][CH2:5][c:6]1[cH:7][cH:8][c:9]([C:10]([c:12]2[cH:13][cH:14][cH:15][cH:16][cH:17]2)=[N:21][NH2:22])[cH:18][cH:19]1. Reactants: C=CCOCc1ccc(C(=O)c2ccccc2)cc1, CO, NN, O. Product: C=CCOCc1ccc(C(=NN)c2ccccc2)cc1. The reactants are N(=NC(C#N)(C)C)C(C#N)(C)C (AIBN), C(C(=C)C)(=O)OCCC[Si](OC)(OC)OC (3-(trimethoxysilyl)propyl methacrylate), C(C(=C)C)(=O)OC(C)(C)C (t-butyl methacrylate), C12C(CC(C=C1)C2)C(=O)OC (methyl 5-norbornene-2-carboxylate), C1(\C=C/C(=O)O1)=O (maleic anhydride). The solvent is O1CCCC1 (tetrahydrofuran), C(C)OCC (ethyl ether). Yields the product C(C(=C)C)(=O)OCCC[Si](OC)(OC)OC.C(C(=C)C)(=O)OC(C)(C)C.C12C(CC(C=C1)C2)C(=O)OC.C1(\C=C/C(=O)O1)=O (3-(trimethyoxysilyl)propyl methacrylate t-butyl methacrylate methyl 5-norbornene-2-carboxylate maleic anhydride). Procedure: To 25 ml of tetrahydrofuran in 100 ml of a round-shaped flask were added 5 g of 3-(trimethoxysilyl)propyl methacrylate, 4 g of t-butyl methacrylate, 3 g of methyl 5-norbornene-2-carboxylate and 3 g of maleic anhydride. Then, 0.13 g of AIBN (azobisisobutyronitrile) as a polymerization initiator was added to the resulting mixture, and reacted at 67° C. under a nitrogen atmosphere for 24 hours. Next, the resulting mixture was cooled at room temperature, and poured into a beaker including 500 ml of ... Reaction SMILES: [C:1]([O:6][CH2:7][CH2:8][CH2:9][Si:10]([O:15][CH3:16])([O:13][CH3:14])[O:11][CH3:12])(=[O:5])[C:2]([CH3:4])=[CH2:3].[C:17]([O:22][C:23]([CH3:26])([CH3:25])[CH3:24])(=[O:21])[C:18]([CH3:20])=[CH2:19].[CH:27]12[CH2:33][CH:30]([CH:31]=[CH:32]1)[CH2:29][CH:28]2[C:34]([O:36][CH3:37])=[O:35].[C:38]1(=[O:44])[O:43][C:41](=[O:42])[CH:40]=[CH:39]1.N(C(C)(C)C#N)=NC(C)(C)C#N>C(OCC)C.O1CCCC1>[C:1]([O:6][CH2:7][CH2:8][CH2:9][Si:10]([O:15][CH3:16])([O:11][CH3:12])[O:13][CH3:14])(=[O:5])[C:2]([CH3:4])=[CH2:3].[C:17]([O:22][C:23]([CH3:26])([CH3:25])[CH3:24])(=[O:21])[C:18]([CH3:20])=[CH2:19].[CH:27]12[CH2:33][CH:30]([CH:31]=[CH:32]1)[CH2:29][CH:28]2[C:34]([O:36][CH3:37])=[O:35].[C:41]1(=[O:42])[O:43][C:38](=[O:44])[CH:39]=[CH:40]1 |f:7.8.9.10|. Starting materials: Cl.FC1=CC=CC=2C[C@@H]3[C@H](CN(C3)CC3=CC=CC=C3)OC21 (trans-(±)-5-Fluoro-1,2,3,3a,9,9a-hexahydro-2-(phenylmethyl)-[1]benzopyrano[2,3-c]pyrrole, hydrochloride). Reagents/catalysts: [Pd] (palladium on charcoal). Run in CO (methanol). Product: Cl.FC1=CC=CC=2C[C@@H]3[C@H](CNC3)OC21 (trans-(±)-5-Fluoro-1,2,3,3a,9,9a-hexahydro[1]benzopyrano[2,3-c]pyrrole hydrochloride). The yield is 73.1%. Reaction SMILES: [ClH:1].[F:2][C:3]1[C:22]2[O:21][C@H:10]3[CH2:11][N:12](CC4C=CC=CC=4)[CH2:13][C@@H:9]3[CH2:8][C:7]=2[CH:6]=[CH:5][CH:4]=1>CO.[Pd]>[ClH:1].[F:2][C:3]1[C:22]2[O:21][C@H:10]3[CH2:11][NH:12][CH2:13][C@@H:9]3[CH2:8][C:7]=2[CH:6]=[CH:5][CH:4]=1 |f:0.1,4.5|. Procedure: A solution of Example 3 (1.2 g) in methanol (50 mls) was hydrogenated over 10% palladium on charcoal (0.2 g) for 17 hours. The catalyst was filtered off, and the filtrate was evaporated to dryness. Crystallisation of the resulting solid from isopropyl alcohol/methanol gave the title compound (0.63 g). M.p. 259°. NMR (DMSOd6) δ 9.9 (2H, Br S, NH2+), 7.2-6.85 (3H, m, aromatic), 4.24 (1H, d of t, 3a-H), 3.8-2.78 (6H, m, 1-H2, 3-H2, 9-H2), 2.27 (1H, m, 9a-H). Starting materials: [Br-], O=C([O-])[O-], CCCC[N+](CCCC)(CCCC)CCCC, FC(F)CCl, [K+], [K+], O=C1CCC(=O)N1. The product is O=C1CCC(=O)N1CC(F)F. As a reaction SMILES: [Br-:19].[C:13](=[O:14])([O-:15])[O-:16].[CH2:20]([N+:21]([CH2:22][CH2:23][CH2:24][CH3:25])([CH2:26][CH2:27][CH2:28][CH3:29])[CH2:30][CH2:31][CH2:32][CH3:33])[CH2:34][CH2:35][CH3:36].[F:1][CH:2]([CH2:3][Cl:4])[F:5].[K+:17].[K+:18].[O:6]=[C:7]1[CH2:8][CH2:9][C:10](=[O:11])[NH:12]1>>[F:1][CH:2]([CH2:3][N:12]1[C:7](=[O:6])[CH2:8][CH2:9][C:10]1=[O:11])[F:5]. Reactants: BrCC1CCCCC1, CN(C)C=O, COc1cc(Cl)ccc1-c1nc2cc(F)c(F)cc2[nH]1, [H-], [Na+]. Product: COc1cc(Cl)ccc1-c1nc2cc(F)c(F)cc2n1CC1CCCCC1. RXN SMILES: [Br:23][CH2:24][CH:25]1[CH2:26][CH2:27][CH2:28][CH2:29][CH2:30]1.[CH3:31][N:32]([CH3:33])[CH:34]=[O:35].[Cl:3][c:4]1[cH:5][c:6]([O:21][CH3:22])[c:7](-[c:10]2[n:11][c:12]3[c:13]([nH:14]2)[cH:15][c:16]([F:20])[c:17]([F:19])[cH:18]3)[cH:8][cH:9]1.[H-:1].[Na+:2]>>[Cl:3][c:4]1[cH:5][c:6]([O:21][CH3:22])[c:7](-[c:10]2[n:11]([CH2:24][CH:25]3[CH2:26][CH2:27][CH2:28][CH2:29][CH2:30]3)[c:12]3[c:13]([n:14]2)[cH:15][c:16]([F:20])[c:17]([F:19])[cH:18]3)[cH:8][cH:9]1. The reactants are COc1ccc(OC)c2[nH]c(CCCN(C)C(=O)CC3(O)CC4CCC3C=C4c3ccccc3)nc12, COCCO[AlH2-]OCCOC, Cc1ccccc1, [Na+]. Yields the product COc1ccc(OC)c2[nH]c(CCCN(C)CCC3(O)CC4CCC3C=C4c3ccccc3)nc12. RXN SMILES: [CH3:1][O:2][c:3]1[cH:4][cH:5][c:6]([O:35][CH3:36])[c:7]2[nH:8][c:9]([CH2:12][CH2:13][CH2:14][N:15]([C:16]([CH2:17][C:18]3([OH:32])[CH:19]4[CH:20]=[C:21]([c:26]5[cH:27][cH:28][cH:29][cH:30][cH:31]5)[CH:22]([CH2:23]3)[CH2:24][CH2:25]4)=[O:33])[CH3:34])[n:10][c:11]12.[CH3:38][O:39][CH2:40][CH2:41][O:42][AlH2-:43][O:44][CH2:45][CH2:46][O:47][CH3:48].[CH3:49][c:50]1[cH:51][cH:52][cH:53][cH:54][cH:55]1.[Na+:37]>>[CH3:1][O:2][c:3]1[cH:4][cH:5][c:6]([O:35][CH3:36])[c:7]2[n:8][c:9]([CH2:12][CH2:13][CH2:14][N:15]([CH2:16][CH2:17][C:18]3([OH:32])[CH:19]4[CH:20]=[C:21]([c:26]5[cH:27][cH:28][cH:29][cH:30][cH:31]5)[CH:22]([CH2:23]3)[CH2:24][CH2:25]4)[CH3:34])[nH:10][c:11]12.